This data is from the Open Reaction Database (ORD), a public repository of structured organic reaction records. The task is: describe an organic reaction: reactants, conditions, products, and yield Reactants: BrCCC1=C(C=C(C=C1)O)Cl (4-(2-bromoethyl)-3-chlorophenol), C([O-])([O-])=O.[K+].[K+] (potassium carbonate), BrCC(=O)OCC (ethyl bromoacetate). Run in CC(=O)C (acetone). Run at time 20 hour. The product is BrCCC1=C(C=C(OCC(=O)OCC)C=C1)Cl (ethyl 2-[4-(2-bromoethyl)-3-chlorophenoxy]acetate). As a reaction SMILES: [Br:1][CH2:2][CH2:3][C:4]1[CH:9]=[CH:8][C:7]([OH:10])=[CH:6][C:5]=1[Cl:11].C(=O)([O-])[O-].[K+].[K+].Br[CH2:19][C:20]([O:22][CH2:23][CH3:24])=[O:21]>CC(C)=O>[Br:1][CH2:2][CH2:3][C:4]1[CH:9]=[CH:8][C:7]([O:10][CH2:19][C:20]([O:22][CH2:23][CH3:24])=[O:21])=[CH:6][C:5]=1[Cl:11] |f:1.2.3|. Reported procedure: To a stirred solution of 4-(2-bromoethyl)-3-chlorophenol (158 mg) in acetone (7 ml) were added potassium carbonate (139 mg) and ethyl bromoacetate (89 μl) at room temperature. After the mixture was stirred for 20 hours at room temperature, the insoluble material was filtered off and the filtrate was concentrated in vacuo. Purification of the residue by medium pressure liquid column chromatography on silica gel (eluent: hexane/ethyl acetate 7/1) gave ethyl 2-[4-(2-bromoethyl)-3-chlorophenoxy]acet... Reactants: FC1=C(C(=O)Cl)C=CC=C1 (2-fluorobenzoyl chloride), N1N=CC=C1 (pyrazole), NC1=CC(=NN1C(=O)OC(C)(C)C)C(=O)OC (5-Amino-1-tert-butoxycarbonyl-3-methoxycarbonylpyrazole), N1(CCC(CC1)CCN)C1=CC=NC=C1 (2-(3,4,5,6-tetrahydro-2H-[1,4′]bipyridin-4-yl)ethylamine), C(C)OC(=O)C1=NN(C(=C1C)N)C1=CC=CC=C1 (5-amino-4-methyl-1-phenyl-1H-pyrazole-3-carboxylic acid ethyl ester), C(C)OC(C(C(C)C#N)=O)=O (3-cyano-3-methyl-2-oxopropanoic acid ethyl ester), ClC1=C(C(=O)Cl)C=CC=C1 (2-chlorobenzoyl chloride). Yields the product N1(CCC(CC1)CCNC(=O)C1=NN(C(=C1C)NC(C1=C(C=CC=C1)F)=O)C1=CC=CC=C1)C1=CC=NC=C1 (4-methyl-5-(2-fluoro-benzoylamino)-1-phenyl-pyrazole-3-carboxylic acid [2-(3,4,5,6-tetrahydro-2H-[1,4′]bipyridin-4-yl)-ethyl]amide). As a reaction SMILES: N1C=CC=N1.C(O[C:9]([C:11]1[C:15]([CH3:16])=[C:14]([NH2:17])[N:13]([C:18]2[CH:23]=[CH:22][CH:21]=[CH:20][CH:19]=2)[N:12]=1)=[O:10])C.C(OC(=O)C(=O)C(C#N)C)C.NC1N(C(OC(C)(C)C)=O)N=C(C(OC)=O)C=1.[F:52][C:53]1[CH:61]=[CH:60][CH:59]=[CH:58][C:54]=1[C:55](Cl)=[O:56].ClC1C=CC=CC=1C(Cl)=O.[N:72]1([C:81]2[CH:86]=[CH:85][N:84]=[CH:83][CH:82]=2)[CH2:77][CH2:76][CH:75]([CH2:78][CH2:79][NH2:80])[CH2:74][CH2:73]1>>[N:72]1([C:81]2[CH:86]=[CH:85][N:84]=[CH:83][CH:82]=2)[CH2:77][CH2:76][CH:75]([CH2:78][CH2:79][NH:80][C:9]([C:11]2[C:15]([CH3:16])=[C:14]([NH:17][C:55](=[O:56])[C:54]3[CH:58]=[CH:59][CH:60]=[CH:61][C:53]=3[F:52])[N:13]([C:18]3[CH:19]=[CH:20][CH:21]=[CH:22][CH:23]=3)[N:12]=2)=[O:10])[CH2:74][CH2:73]1. Procedure details: The pyrazole acid, prepared as described in Procedure 8 using 5-amino-4-methyl-1-phenyl-1H-pyrazole-3-carboxylic acid ethyl ester (prepared as described in Procedure 41 using 3-cyano-3-methyl-2-oxopropanoic acid ethyl ester (U.S. Pat. No. 4,652,669)) in place of compound 20 and 2-fluorobenzoyl chloride in place compound 21, was coupled to 2-(3,4,5,6-tetrahydro-2H-[1,4′]bipyridin-4-yl)ethylamine (prepared as described in Procedure 14) using the method of Procedure 10.